From a dataset of the Open Reaction Database (ORD), a public repository of structured organic reaction records. describe an organic reaction: reactants, conditions, products, and yield Yield: 76.0%. Reactants: OC1C=CC(C1)=O (4-hydroxy-2-cyclopentenone), O1CCCC=C1 (3,4-dihydro-2H-pyran), C1(=CC=C(C=C1)S(=O)(=O)[O-])C.[NH+]1=CC=CC=C1 (pyridinium p-toluenesulfonate). Reported procedure: A solution of 4-hydroxy-2-cyclopentenone (1.41 g, 14.4 mmol) in tetrahydrofuran (24 mL) is treated with 3,4-dihydro-2H-pyran (2 mL) and pyridinium p-toluenesulfonate (500 mg, PPTS). The reaction is stirred at room temperature for 18 hours. The reaction mixture is then diluted with ethyl acetate (25 mL) and washed with 50% saturated brine (2×30 mL). The organic layer is dried over anhydrous magnesium sulfate, filtered and concentrated under vacuum. The resulting crude brown oil is purified by fil... Reaction SMILES: [OH:1][CH:2]1[CH2:6][C:5](=[O:7])[CH:4]=[CH:3]1.[O:8]1[CH:13]=[CH:12][CH2:11][CH2:10][CH2:9]1.C1(C)C=CC(S([O-])(=O)=O)=CC=1.[NH+]1C=CC=CC=1>O1CCCC1.C(OCC)(=O)C>[O:8]1[CH2:13][CH2:12][CH2:11][CH2:10][CH:9]1[O:7][CH:5]1[CH2:6][C:2](=[O:1])[CH:3]=[CH:4]1 |f:2.3|. Reaction conditions: time 18 hour. Solvent: O1CCCC1 (tetrahydrofuran), C(C)(=O)OCC (ethyl acetate). The product is O1C(CCCC1)OC1C=CC(C1)=O (4-(tetrahydro-pyran-2-yloxy)-cyclopent-2-enone). Procedure details: A mixture of 0.15 g (0.43 mmol)of 2-chloromethyl-5-(3,5-dichlorophenylthio)-4-isopropyl-1-methyl-1H-imidazole (28a), 1 ml of acetonitrile and 1.5 ml of a 50% methylamine aqueous solution was stirred at room temperature for 1 hour. The reaction mixture was concentrated under reduced pressure, and the residue was extracted with diethyl ether. The extract was washed with water and with saturated brine and dried over potassium carbonate. The solvent was distilled off under reduced pressure, and the ... The reactants are ClCC=1N(C(=C(N1)C(C)C)SC1=CC(=CC(=C1)Cl)Cl)C (2-chloromethyl-5-(3,5-dichlorophenylthio)-4-isopropyl-1-methylimidazole), CN (methylamine), C(C)#N (acetonitrile). The product is ClC=1C=C(C=C(C1)Cl)SC1=C(N=C(N1C)CN(C)C)C(C)C (5-(3,5-Dichlorophenylthio)-2-dimethylaminomethyl-4-isopropyl-1-methyl-1H-imidazole). Reaction conditions: time 1 hour. Isolated yield 95.0%. Reaction SMILES: Cl[CH2:2][C:3]1[N:4]([CH3:20])[C:5]([S:11][C:12]2[CH:17]=[C:16]([Cl:18])[CH:15]=[C:14]([Cl:19])[CH:13]=2)=[C:6]([CH:8]([CH3:10])[CH3:9])[N:7]=1.[CH3:21]N.[C:23](#[N:25])C>>[Cl:19][C:14]1[CH:13]=[C:12]([S:11][C:5]2[N:4]([CH3:20])[C:3]([CH2:2][N:25]([CH3:23])[CH3:21])=[N:7][C:6]=2[CH:8]([CH3:10])[CH3:9])[CH:17]=[C:16]([Cl:18])[CH:15]=1. Reactants: C=CC1CC(O[Si](C)(C)C(C)(C)C)CN1Cc1ccccc1, B1C2CCCC1CCC2, C1CCOC1, O. Yields the product CC(C)(C)[Si](C)(C)OC1CC(CCO)N(Cc2ccccc2)C1. Reaction SMILES: [CH2:1]([c:2]1[cH:3][cH:4][cH:5][cH:6][cH:7]1)[N:8]1[CH:9]([CH:21]=[CH2:22])[CH2:10][CH:11]([O:13][Si:14]([CH3:15])([CH3:16])[C:17]([CH3:18])([CH3:19])[CH3:20])[CH2:12]1.[CH:23]12[CH2:24][CH2:25][CH2:26][CH:27]([BH:28]1)[CH2:29][CH2:30][CH2:31]2.[O:33]1[CH2:34][CH2:35][CH2:36][CH2:37]1.[OH2:32]>>[CH2:1]([c:2]1[cH:3][cH:4][cH:5][cH:6][cH:7]1)[N:8]1[CH:9]([CH2:21][CH2:22][OH:32])[CH2:10][CH:11]([O:13][Si:14]([CH3:15])([CH3:16])[C:17]([CH3:18])([CH3:19])[CH3:20])[CH2:12]1. Conditions: temperature 10 celsius, time 4 hour. Starting materials: C(C)(C)(C)OC(=O)N1CCN(CC1)C(COC=1C=CC2=C(C(C=3NC4=CC(=CC=C4C3C2=O)C#N)(C)C)C1)=O (4-[2-(3-Cyano-6,6-dimethyl-11-oxo-6,11-dihydro-5H-benzo[b]carbazol-8-yloxy)-acetyl]-piperazine-1-carboxylic acid tert-butyl ester), Cl (hydrochloric acid), O1CCOCC1 (dioxane). Solvent: O (Water). Reported procedure: 4-[2-(3-Cyano-6,6-dimethyl-11-oxo-6,11-dihydro-5H-benzo[b]carbazol-8-yloxy)-acetyl]-piperazine-1-carboxylic acid tert-butyl ester (Compound A9-15-1, 20 mg) was added with 4 N hydrochloric acid and dioxane solution (1 ml), and stirred in an water bath at 10° C. for 4 hr. Water was added to the reaction solution and the resulting precipitates were filtered and dried to obtain the title compound (15 mg, white powder). RXN SMILES: C(OC([N:8]1[CH2:13][CH2:12][N:11]([C:14](=[O:39])[CH2:15][O:16][C:17]2[CH:18]=[CH:19][C:20]3[C:32](=[O:33])[C:31]4[C:30]5[C:25](=[CH:26][C:27]([C:34]#[N:35])=[CH:28][CH:29]=5)[NH:24][C:23]=4[C:22]([CH3:37])([CH3:36])[C:21]=3[CH:38]=2)[CH2:10][CH2:9]1)=O)(C)(C)C.[ClH:40].O1CCOCC1>O>[ClH:40].[CH3:36][C:22]1([CH3:37])[C:23]2[NH:24][C:25]3[C:30](=[CH:29][CH:28]=[C:27]([C:34]#[N:35])[CH:26]=3)[C:31]=2[C:32](=[O:33])[C:20]2[CH:19]=[CH:18][C:17]([O:16][CH2:15][C:14](=[O:39])[N:11]3[CH2:10][CH2:9][NH:8][CH2:13][CH2:12]3)=[CH:38][C:21]1=2 |f:4.5|. The product is Cl.CC1(C2=C(C(C=3C4=CC=C(C=C4NC13)C#N)=O)C=CC(=C2)OCC(N2CCNCC2)=O)C (6,6-Dimethyl-11-oxo-8-(2-oxo-2-piperazin-1-yl-ethoxy)-6,11-dihydro-5H-benzo[b]carbazole-3-carbonitrile hydrochloric acid salt). Starting materials: C([O-])([O-])=O.[K+].[K+] (Potassium carbonate), C(C1=CC=CC=C1)(C1=CC=CC=C1)N1CC(C1)OS(=O)(=O)C (1-benzhydryl-3-methanesulphonyloxyazetidine), C1(=CC=CC=C1)C1=CC=C(C=C1)O (4-phenylphenol). Run in CN(C=O)C (dimethylformamide). The product is C(C1=CC=CC=C1)(C1=CC=CC=C1)N1CC(C1)OC1=CC=C(C=C1)C1=CC=CC=C1 (1-Benzhydryl-3-(4-phenylphenoxy)azetidine). Isolated yield 21.3%. As a reaction SMILES: C(=O)([O-])[O-].[K+].[K+].[CH:7]([N:20]1[CH2:23][CH:22]([O:24]S(C)(=O)=O)[CH2:21]1)([C:14]1[CH:19]=[CH:18][CH:17]=[CH:16][CH:15]=1)[C:8]1[CH:13]=[CH:12][CH:11]=[CH:10][CH:9]=1.[C:29]1([C:35]2[CH:40]=[CH:39][C:38](O)=[CH:37][CH:36]=2)[CH:34]=[CH:33][CH:32]=[CH:31][CH:30]=1>CN(C)C=O>[CH:7]([N:20]1[CH2:23][CH:22]([O:24][C:38]2[CH:39]=[CH:40][C:35]([C:29]3[CH:34]=[CH:33][CH:32]=[CH:31][CH:30]=3)=[CH:36][CH:37]=2)[CH2:21]1)([C:14]1[CH:19]=[CH:18][CH:17]=[CH:16][CH:15]=1)[C:8]1[CH:13]=[CH:12][CH:11]=[CH:10][CH:9]=1 |f:0.1.2|. Procedure: Potassium carbonate (2.39 g, 17.4 mmol) was added to a stirred mixture of 1-benzhydryl-3-methanesulphonyloxyazetidine (J.Org.Chem., 1972, 37, 3953; 5 g, 15.8 mmol), 4-phenylphenol (2.95 g, 17.4 mmol) and anhydrous dimethylformamide (65 ml), then the resulting mixture heated under reflux for 4 hours, allowed to cool and partitioned between ethyl acetate and water. The organic phase was separated, washed with saturated brine, dried (MgSO4) and evaporated under reduced pressure, then the residue pu... Procedure details: To a stirred solution of 1,2,3,6-tetrahydrobenzylalcohol (1) (1.12 g, 10 mmol) and imidazole (1.36 g, 20 mmol) in DMF (10 mL) was added TBDMSCl (1.81 g, 12 mmol). After 20 hours, the mixture was treated with brine (100 mL) and the product was extracted with hexanes (3×80 mL). The combined organic layers were washed with brine (100 mL), dried over MgSO4 and evaporated in vacuo to give compound (2) (2.26 g, 100%) as colorless liquid. Rf0.29 (hexanes). 1H NMR (CDCl3) δ 5.65-5.64 (m, 2H), 3.48 (d, J... The yield is 99.8%. The product is [Si](C)(C)(C(C)(C)C)OCC1CC=CCC1 (4-(tert-butyldimethylsilyloxymethyl)-cyclohex-1-ene). As a reaction SMILES: [CH2:1]([OH:8])[CH:2]1[CH2:7][CH:6]=[CH:5][CH2:4][CH2:3]1.N1C=CN=C1.[CH3:14][C:15]([Si:18](Cl)([CH3:20])[CH3:19])([CH3:17])[CH3:16]>CN(C=O)C.[Cl-].[Na+].O>[Si:18]([O:8][CH2:1][CH:2]1[CH2:3][CH2:4][CH:5]=[CH:6][CH2:7]1)([C:15]([CH3:17])([CH3:16])[CH3:14])([CH3:20])[CH3:19] |f:4.5.6|. Conditions: time 20 hour. Solvent: [Cl-].[Na+].O (brine), CN(C)C=O (DMF). Reactants: C(C1CCC=CC1)O (1,2,3,6-tetrahydrobenzylalcohol), N1C=NC=C1 (imidazole), CC(C)(C)[Si](C)(C)Cl (TBDMSCl). Starting materials: NC1=NC=C(C=N1)C=1C2=C(N=C(N1)N1[C@H](COCC1)C)N(CC2)[C@@]2(CN(CC2)C(C(C)(C)NC(OC(C)(C)C)=O)=O)C (tert-butyl {1-[(3S)-3-{4-(2-aminopyrimidin-5-yl)-2[(3S)-3-methylmorpholin-4-yl]-5,6-dihydro-7H-pyrrolo[2,3-d]pyrimidin-7-yl}-3-methylpyrrolidin-1-yl]-2-methyl-1-oxopropan-2-yl}carbamate), Cl (HCl), O1CCOCC1 (dioxane), C1(=CC=CC=C1)C (Toluene). Run in CO (MeOH). Conditions: time 2 hour. Yields the product NC(C(=O)N1C[C@@](CC1)(C)N1CCC2=C1N=C(N=C2C=2C=NC(=NC2)N)N2[C@H](COCC2)C)(C)C (2-amino-1-[(3S)-3-{4-(2-aminopyrimidin-5-yl)-2[(3S)-3-methylmorpholin-4-yl]-5,6-dihydro-7H-pyrrolo[2,3-d]pyrimidin-7-yl}-3-methylpyrrolidin-1-yl]-2-methylpropan-1-one). The yield is 971.8%. As a reaction SMILES: [NH2:1][C:2]1[N:7]=[CH:6][C:5]([C:8]2[C:9]3[CH2:23][CH2:22][N:21]([C@@:24]4([CH3:42])[CH2:28][CH2:27][N:26]([C:29](=[O:41])[C:30]([NH:33]C(=O)OC(C)(C)C)([CH3:32])[CH3:31])[CH2:25]4)[C:10]=3[N:11]=[C:12]([N:14]3[CH2:19][CH2:18][O:17][CH2:16][C@@H:15]3[CH3:20])[N:13]=2)=[CH:4][N:3]=1.Cl.O1CCOCC1.C1(C)C=CC=CC=1>CO>[NH2:33][C:30]([CH3:31])([CH3:32])[C:29]([N:26]1[CH2:27][CH2:28][C@@:24]([N:21]2[C:10]3[N:11]=[C:12]([N:14]4[CH2:19][CH2:18][O:17][CH2:16][C@@H:15]4[CH3:20])[N:13]=[C:8]([C:5]4[CH:4]=[N:3][C:2]([NH2:1])=[N:7][CH:6]=4)[C:9]=3[CH2:23][CH2:22]2)([CH3:42])[CH2:25]1)=[O:41]. Procedure: To a solution of tert-butyl {1-[(3S)-3-{4-(2-aminopyrimidin-5-yl)-2[(3S)-3-methylmorpholin-4-yl]-5,6-dihydro-7H-pyrrolo[2,3-d]pyrimidin-7-yl}-3-methylpyrrolidin-1-yl]-2-methyl-1-oxopropan-2-yl}carbamate (778 mg, 0.1 mmol) in MeOH (6.5 mL) was added 4 N HCl in dioxane (6.7 mL, 26.8 mmol) dropwise at 0° C. and the reaction was stirred at room temperature for 2 h. Toluene was added and the mixture was concentrated to give a residue that was purified by SFC/ZymorSpher HAP column (150×21.2 mm) elutin...